Dataset: the Open Reaction Database (ORD), a public repository of structured organic reaction records. Task: describe an organic reaction: reactants, conditions, products, and yield Reactants: C(C(=O)C)(=O)O (pyruvic acid), ClC(=O)OCC(Cl)(Cl)Cl (trichloroethyl chloroformate), N1=CC=CC=C1 (pyridine). The solvent is O1CCCC1 (tetrahydrofuran). Run at time 2 hour. The product is C(C(=O)C)(=O)OCC(Cl)(Cl)Cl (trichloroethyl pyruvate). The yield is 48.6%. RXN SMILES: [C:1]([OH:6])(=[O:5])[C:2]([CH3:4])=[O:3].ClC(O[CH2:11][C:12]([Cl:15])([Cl:14])[Cl:13])=O.N1C=CC=CC=1>O1CCCC1>[C:1]([O:6][CH2:11][C:12]([Cl:15])([Cl:14])[Cl:13])(=[O:5])[C:2]([CH3:4])=[O:3]. Reported procedure: To a solution of 3.3 g (37.5 mmole) of pyruvic acid and 7.9 g (37.5 mmole) of trichloroethyl chloroformate in 20 ml of dry tetrahydrofuran at 0° is added dropwise 0.6 ml of pyridine. After stirring for 2 hours at room temperature, the mixture is concentrated in vacuum, diluted with water and extracted with ethyl acetate. The extract is washed with 5% HCl, dried over MgSO4, evaporated and distilled in vacuum to give 4.0 g (50%) trichloroethyl pyruvate, bp 75°-82° (17 mm). The reactants are BrCc1ccc(Br)cc1, CCCc1nc(C(C)(C)O)c(C(=O)OCC)[nH]1, CC#N, [K+], [K+], O=C([O-])[O-]. Yields the product CCCc1nc(C(C)(C)O)c(C(=O)OCC)n1Cc1ccc(Br)cc1. RXN SMILES: [Br:24][c:25]1[cH:26][cH:27][c:28]([CH2:29][Br:30])[cH:31][cH:32]1.[CH2:7]([CH3:8])[O:9][C:10](=[O:11])[c:12]1[c:13]([C:20]([CH3:21])([CH3:22])[OH:23])[n:14][c:15]([CH2:17][CH2:18][CH3:19])[nH:16]1.[CH3:33][C:34]#[N:35].[K+:1].[K+:2].[O-:3][C:4]([O-:5])=[O:6]>>[CH2:7]([CH3:8])[O:9][C:10](=[O:11])[c:12]1[c:13]([C:20]([CH3:21])([CH3:22])[OH:23])[n:14][c:15]([CH2:17][CH2:18][CH3:19])[n:16]1[CH2:29][c:28]1[cH:27][cH:26][c:25]([Br:24])[cH:32][cH:31]1.